Dataset: the Open Reaction Database (ORD), a public repository of structured organic reaction records. Task: describe an organic reaction: reactants, conditions, products, and yield Starting materials: Cl.C(C)(C)SC1=CC=C(C=C1)C(C(C)NCCCCCCCC)O (1-(4-isopropylthiophenyl)-2-n-octylamino-1-propanol hydrochloride), C(C)(=O)Cl (acetyl chloride). Run in C1=CC=CC=C1 (benzene). The product is Cl.C(C)(=O)OC(C(C)NCCCCCCCC)C1=CC=C(C=C1)SC(C)C (1-Acetyloxy-1-(4-isopropylthiophenyl)-2-n-octylaminopropane hydrochloride). Reaction SMILES: Cl.[CH:2]([S:5][C:6]1[CH:11]=[CH:10][C:9]([CH:12]([OH:24])[CH:13]([NH:15][CH2:16][CH2:17][CH2:18][CH2:19][CH2:20][CH2:21][CH2:22][CH3:23])[CH3:14])=[CH:8][CH:7]=1)([CH3:4])[CH3:3].[C:25]([Cl:28])(=[O:27])[CH3:26]>C1C=CC=CC=1>[ClH:28].[C:25]([O:24][CH:12]([C:9]1[CH:10]=[CH:11][C:6]([S:5][CH:2]([CH3:4])[CH3:3])=[CH:7][CH:8]=1)[CH:13]([NH:15][CH2:16][CH2:17][CH2:18][CH2:19][CH2:20][CH2:21][CH2:22][CH3:23])[CH3:14])(=[O:27])[CH3:26] |f:0.1,4.5|. Procedure details: To 15 gr (40 mol) of 1-(4-isopropylthiophenyl)-2-n-octylamino-1-propanol hydrochloride, 12,6 gr (160 mmol) of acetyl chloride are added. Heating is provided for 1 hour at reflux temperature, then 30 ml of benzene are added, reflux being maintained for two further hours. When cooling, the resulting solution abandons a white solid. The latter is filtered, then recrystallised from benzene. The product then weighs 11.5 gr (28 mmol, 70%) and melt at 167.5° C. Reactants: C(C)(C)(C)OC(N[C@H]1C[S@@](C[C@H]([C@@H]1O)CC1=CC(=C(C(=C1)O[C@H](C(F)(F)F)C)[N+](=O)[O-])F)=O)=O ({(1R,3R,4S,5S)-5-[3-fluoro-4-nitro-5-((S)-2,2,2-trifluoro-1-methyl-ethoxy)-benzyl]-4-hydroxy-1-oxo-tetrahydro-thiopyran-3-yl}-carbamic acid tert-butyl ester). As a reaction SMILES: C(OC(=O)[NH:7][C@@H:8]1[C@@H:13]([OH:14])[C@H:12]([CH2:15][C:16]2[CH:21]=[C:20]([O:22][C@@H:23]([CH3:28])[C:24]([F:27])([F:26])[F:25])[C:19]([N+:29]([O-:31])=[O:30])=[C:18]([F:32])[CH:17]=2)[CH2:11][S@@:10](=[O:33])[CH2:9]1)(C)(C)C>C(Cl)Cl.CO.C(O)(C)=O.O>[NH2:7][C@@H:8]1[C@@H:13]([OH:14])[C@H:12]([CH2:15][C:16]2[CH:21]=[C:20]([O:22][C@@H:23]([CH3:28])[C:24]([F:27])([F:25])[F:26])[C:19]([N+:29]([O-:31])=[O:30])=[C:18]([F:32])[CH:17]=2)[CH2:11][S@@:10](=[O:33])[CH2:9]1 |f:1.2.3.4|. Product: N[C@H]1C[S@@](C[C@H]([C@@H]1O)CC1=CC(=C(C(=C1)O[C@H](C(F)(F)F)C)[N+](=O)[O-])F)=O ((1R,3R,4S,5S)-3-Amino-5-[3-fluoro-4-nitro-5-((S)-2,2,2-trifluoro-1-methyl-ethoxy)-benzyl]-1-oxo-tetrahydro-thiopyran-4-ol). Procedure: The title compound was prepared in an analogous manner as described for example 1g, starting from {(1R,3R,4S,5S)-5-[3-fluoro-4-nitro-5-((S)-2,2,2-trifluoro-1-methyl-ethoxy)-benzyl]-4-hydroxy-1-oxo-tetrahydro-thiopyran-3-yl}-carbamic acid tert-butyl ester and was obtained as a light yellow foam: TLC (CH2Cl2-MeOH-AcOH-H2O 180:20:2:1) Rf=0.10; HPLC RtA=1.50 min; ESIMS [M+H]+=415; 1H NMR (600 MHz, DMSO-d6): δ 8.09 (s, 3H), 7.29 (s, 1H), 7.14 (d, 1H), 6.02 (s broad, 1H), 5.48 (m, 1H), 3.56 (m, 1H), 3... Run in C(Cl)Cl.CO.C(=O)(C)O.O (CH2Cl2 MeOH AcOH-H2O). Reactants: CC(C)(C)c1ccc(B(O)O)cc1, Cc1ccccc1, Oc1ccc(Cl)nc1, [F-], [K+], O. Yields the product CC(C)(C)c1ccc(-c2ccc(O)cn2)cc1. As a reaction SMILES: [C:9]([CH3:10])([CH3:11])([CH3:12])[c:13]1[cH:14][cH:15][c:16]([B:19]([OH:20])[OH:21])[cH:17][cH:18]1.[CH3:25][c:26]1[cH:27][cH:28][cH:29][cH:30][cH:31]1.[Cl:1][c:2]1[cH:3][cH:4][c:5]([OH:8])[cH:6][n:7]1.[F-:22].[K+:23].[OH2:24]>>[c:2]1(-[c:16]2[cH:15][cH:14][c:13]([C:9]([CH3:10])([CH3:11])[CH3:12])[cH:18][cH:17]2)[cH:3][cH:4][c:5]([OH:8])[cH:6][n:7]1. Product: C1(=CC=CC=C1)C1=NOC(=C1C(C)=O)C(F)(F)F (1-(3-Phenyl-5-trifluoromethyl-isoxazol-4-yl)-ethanone). RXN SMILES: [C:1]1([C:7]2[C:11]([C:12]3N=CN(C4C=CC=CC=4)[CH:16]=3)=[C:10]([C:23]([F:26])([F:25])[F:24])[O:9][N:8]=2)[CH:6]=[CH:5][CH:4]=[CH:3][CH:2]=1.[Li]CCCC.[Cu]C#N.[Cl-].[Li+].C(Cl)(=[O:39])C>COCCOC.C1COCC1.C(=O)([O-])[O-].[Na+].[Na+]>[C:1]1([C:7]2[C:11]([C:12](=[O:39])[CH3:16])=[C:10]([C:23]([F:26])([F:25])[F:24])[O:9][N:8]=2)[CH:6]=[CH:5][CH:4]=[CH:3][CH:2]=1 |f:3.4,8.9.10|. Run in C1CCOC1 (THF), C([O-])([O-])=O.[Na+].[Na+] (sodium carbonate), C1CCOC1 (THF), COCCOC (1,2-dimethoxyethane). Yield: 82.8%. Reactants: [Cl-].[Li+] (lithium chloride), C(C)(=O)Cl (acetyl chloride), C1(=CC=CC=C1)C1=NOC(=C1C=1N=CN(C1)C1=CC=CC=C1)C(F)(F)F (3-phenyl-4-(1-phenyl-1H-imidazol-4-yl)-5-trifluoromethyl-isoxazole), [Li]CCCC (BuLi), [Cu]C#N (copper(I) cyanide). Procedure: To a solution of 3-phenyl-4-(1-phenyl-1H-imidazol-4-yl)-5-trifluoromethyl-isoxazole (5.0 g, 23 mmol) in 1,2-dimethoxyethane (50 mL) was added BuLi (1.6 M in hexane, 22 mL, 35 mmol) at −78° C. and the resulting mixture stirred for 1 h allowing to warm up to −35° C. and then re-cooled to −78° C. To this mixture was then rapidly added a solution of copper(I) cyanide (2.1 g, 23 mmol) containing lithium chloride (1.99 g, 47 mmol) in dry THF (30 mL) and then allowed to warm up to −35° C. and then this... Reaction conditions: temperature -35 celsius, time 1 hour. The reactants are CC#N, Cl, CC1(CN=[N+]=[N-])OB(O)c2ccccc21, c1ccc(P(c2ccccc2)c2ccccc2)cc1. The product is Cl, CC1(CN)OB(O)c2ccccc21. RXN SMILES: [CH3:36][C:37]#[N:38].[ClH:35].[N:1](=[N+:2]=[N-:3])[CH2:4][C:5]1([CH3:15])[c:6]2[c:7]([cH:11][cH:12][cH:13][cH:14]2)[B:8]([OH:10])[O:9]1.[c:16]1([P:17]([c:18]2[cH:19][cH:20][cH:21][cH:22][cH:23]2)[c:24]2[cH:25][cH:26][cH:27][cH:28][cH:29]2)[cH:30][cH:31][cH:32][cH:33][cH:34]1>>[ClH:35].[NH2:1][CH2:4][C:5]1([CH3:15])[c:6]2[c:7]([cH:11][cH:12][cH:13][cH:14]2)[B:8]([OH:10])[O:9]1. Starting materials: C([O-])([O-])=O.[K+].[K+] (potassium carbonate), COC(C1=CC(=CC=C1)COC1=CC=C(C=C1)I)=O (3-(4-iodo-phenoxymethyl)-benzoic acid methyl ester), O1CCOCC1 (dioxane), COC(C1=CC(=CC=C1)COC1=CC=C(C=C1)I)=O (3-(4-iodo-phenoxymethyl)-benzoic acid methyl ester), bis(tri-cyclohexyl-phosphine)palladium, NC(=O)C=1C=C(C=CC1)B(O)O ((3-aminocarbonylphenyl)boronic acid). Reported procedure: A first stock solution was prepared consisting of 3-(4-iodo-phenoxymethyl)-benzoic acid methyl ester (of Intermediate 1; 1.11 g, 3 mmol), bis(tri-cyclohexyl-phosphine)palladium (available from Strem Chemicals, Inc., Newburyport, Mass.; 105 mg, 0.16 mmol), and dioxane (approximately 62 mL). A second stock solution was prepared consisting of potassium carbonate (1.245 g, 9 mmol) and water (approximately 6.2 mL). The solutions were sonicated and degassed by bubbling nitrogen gas through them. 4 mL ... Yields the product C(N)(=O)C=1C=C(C=CC1)C1=CC=C(C=C1)OCC=1C=C(C(=O)O)C=CC1 (3-(3′-carbamoyl-biphenyl-4-yloxymethyl)-benzoic acid). Solvent: O (water). Conditions: time 8 hour. Reaction SMILES: C[O:2][C:3](=[O:19])[C:4]1[CH:9]=[CH:8][CH:7]=[C:6]([CH2:10][O:11][C:12]2[CH:17]=[CH:16][C:15](I)=[CH:14][CH:13]=2)[CH:5]=1.O1CCOCC1.C(=O)([O-])[O-].[K+].[K+].[NH2:32][C:33]([C:35]1[CH:36]=[C:37](B(O)O)[CH:38]=[CH:39][CH:40]=1)=[O:34]>O>[C:33]([C:35]1[CH:40]=[C:39]([C:15]2[CH:16]=[CH:17][C:12]([O:11][CH2:10][C:6]3[CH:5]=[C:4]([CH:9]=[CH:8][CH:7]=3)[C:3]([OH:2])=[O:19])=[CH:13][CH:14]=2)[CH:38]=[CH:37][CH:36]=1)(=[O:34])[NH2:32] |f:2.3.4|. Reactants: ClCCl, C=CCOC(=O)c1ccccc1OS(=O)(=O)N=C=O, COc1cc(OC)nc(N)n1. The product is C=CCOC(=O)c1ccccc1OS(=O)(=O)NC(=O)Nc1nc(OC)cc(OC)n1. Reaction SMILES: [Cl:31][CH2:32][Cl:33].[N:12](=[C:13]=[O:14])[S:15](=[O:16])(=[O:17])[O:18][c:19]1[c:20]([C:21](=[O:22])[O:23][CH2:24][CH:25]=[CH2:26])[cH:27][cH:28][cH:29][cH:30]1.[NH2:1][c:2]1[n:3][c:4]([O:10][CH3:11])[cH:5][c:6]([O:8][CH3:9])[n:7]1>>[NH:1]([c:2]1[n:3][c:4]([O:10][CH3:11])[cH:5][c:6]([O:8][CH3:9])[n:7]1)[C:13]([NH:12][S:15](=[O:16])(=[O:17])[O:18][c:19]1[c:20]([C:21](=[O:22])[O:23][CH2:24][CH:25]=[CH2:26])[cH:27][cH:28][cH:29][cH:30]1)=[O:14].